From a dataset of the Open Reaction Database (ORD), a public repository of structured organic reaction records. describe an organic reaction: reactants, conditions, products, and yield Starting materials: O (water), C([O-])([O-])=O.[K+].[K+] (potassium carbonate), C(=O)(OC(C)(C)C)OC(=O)OC(C)(C)C (di-tert-butyl dicarbonate), N1CCC(C(=O)O)CC1 (Isonipecotic acid), O1CCCC1 (tetrahydrofuran). Product: C(CCC)OC(=O)N1CCC(CC1)C(=O)O (N-butoxycarbonylpiperidine-4-carboxylic acid). RXN SMILES: [NH:1]1[CH2:9][CH2:8][CH:4]([C:5]([OH:7])=[O:6])[CH2:3][CH2:2]1.O.[C:11](=[O:14])([O-])[O-:12].[K+].[K+].C(OC(OC(C)(C)C)=O)(OC(C)(C)C)=O.O1[CH2:36][CH2:35][CH2:34][CH2:33]1>>[CH2:33]([O:12][C:11]([N:1]1[CH2:9][CH2:8][CH:4]([C:5]([OH:7])=[O:6])[CH2:3][CH2:2]1)=[O:14])[CH2:34][CH2:35][CH3:36] |f:2.3.4|. Procedure details: Isonipecotic acid (6.42 g) was dissolved in a 4:1 mixture of tetrahydrofuran:water (100 ml), potassium carbonate (10.3 g) and di-tert-butyl dicarbonate (11.4 g) were added and stirred at room temperature over night. The tetrahydrofuran was removed in vacuo and the residue dispersed between water (100 ml) and ethyl acetate (100 ml), the aqueous phase was extracted with ethyl acetate (3×75 ml). The combined organics were washed with brine and dried (MgSO4). The solution was filtered, evaporated to... The reactants are C(C1=CC=CC=C1)OC1=CC=C(CN(C2=CC(=C(C#N)C=C2)Br)N2C=NN=C2)C=C1 (4-((4-(benzyloxy)benzyl)(4H-1,2,4-triazol-4-yl)amino)-2-bromobenzonitrile), C(#N)C1=CC=C(C=C1)B(O)O (4-cyanophenylboronic acid), C(OC)COC (dimethoxyethane), C(=O)([O-])[O-].[Na+].[Na+] (Na2CO3). The reagents and catalysts are C=1C=CC(=CC1)/C=C/C(=O)/C=C/C2=CC=CC=C2.C=1C=CC(=CC1)/C=C/C(=O)/C=C/C2=CC=CC=C2.C=1C=CC(=CC1)/C=C/C(=O)/C=C/C2=CC=CC=C2.[Pd].[Pd] (Pd2(dba)3). The solvent is CCOC(=O)C (EtOAc). Conditions: time 5 hour. The product is C(C1=CC=CC=C1)OC1=CC=C(CN(C2=CC=C(C(=C2)C2=CC=C(C=C2)C#N)C#N)N2C=NN=C2)C=C1 (5-((4-(Benzyloxy)benzyl)(4H-1,2,4-triazol-4-yl)amino)biphenyl-2,4′-dicarbonitrile). As a reaction SMILES: [CH2:1]([O:8][C:9]1[CH:30]=[CH:29][C:12]([CH2:13][N:14]([N:24]2[CH:28]=[N:27][N:26]=[CH:25]2)[C:15]2[CH:22]=[CH:21][C:18]([C:19]#[N:20])=[C:17](Br)[CH:16]=2)=[CH:11][CH:10]=1)[C:2]1[CH:7]=[CH:6][CH:5]=[CH:4][CH:3]=1.[C:31]([C:33]1[CH:38]=[CH:37][C:36](B(O)O)=[CH:35][CH:34]=1)#[N:32].C(COC)OC.C([O-])([O-])=O.[Na+].[Na+]>C1C=CC(/C=C/C(/C=C/C2C=CC=CC=2)=O)=CC=1.C1C=CC(/C=C/C(/C=C/C2C=CC=CC=2)=O)=CC=1.C1C=CC(/C=C/C(/C=C/C2C=CC=CC=2)=O)=CC=1.[Pd].[Pd].CCOC(C)=O>[CH2:1]([O:8][C:9]1[CH:30]=[CH:29][C:12]([CH2:13][N:14]([N:24]2[CH:28]=[N:27][N:26]=[CH:25]2)[C:15]2[CH:16]=[C:17]([C:36]3[CH:37]=[CH:38][C:33]([C:31]#[N:32])=[CH:34][CH:35]=3)[C:18]([C:19]#[N:20])=[CH:21][CH:22]=2)=[CH:11][CH:10]=1)[C:2]1[CH:7]=[CH:6][CH:5]=[CH:4][CH:3]=1 |f:3.4.5,6.7.8.9.10|. Procedure details: A mixture of 4-((4-(benzyloxy)benzyl)(4H-1,2,4-triazol-4-yl)amino)-2-bromobenzonitrile (CAB05114, 0.460 g, 1.0 mmol), 4-cyanophenylboronic acid (0.184 g, 1.25 mmol), dimethoxyethane (20 mL) and 2M Na2CO3 (20 mL) was heated to reflux before Pd2(dba)3 (0.05 g) was added and heating was continued for 5 hours. After cooling to room temperature EtOAc (50 mL) was added to and the mixture was filtered (celite). The organic layer was separated, dried (Na2SO4) and concentrated under reduced pressure. The... The reactants are CCOC(=O)C1(NC(=O)c2c(N)ccc(C)c2C=C(C)C)Cc2ccccc2C1, CCO, [K+], [OH-], O. The product is CC(C)=Cc1c(C)ccc(N)c1C(=O)NC1(C(=O)O)Cc2ccccc2C1. RXN SMILES: [CH2:1]([CH3:2])[O:3][C:4](=[O:5])[C:6]1([NH:15][C:16]([c:17]2[c:18]([CH:25]=[C:26]([CH3:27])[CH3:28])[c:19]([CH3:24])[cH:20][cH:21][c:22]2[NH2:23])=[O:29])[CH2:7][c:8]2[cH:9][cH:10][cH:11][cH:12][c:13]2[CH2:14]1.[CH3:33][CH2:34][OH:35].[K+:31].[OH-:30].[OH2:32]>>[O:3]=[C:4]([OH:5])[C:6]1([NH:15][C:16]([c:17]2[c:18]([CH:25]=[C:26]([CH3:27])[CH3:28])[c:19]([CH3:24])[cH:20][cH:21][c:22]2[NH2:23])=[O:29])[CH2:7][c:8]2[cH:9][cH:10][cH:11][cH:12][c:13]2[CH2:14]1. Starting materials: S1C(=CC=2C1=NC=CC2)C=O (Thieno[2,3-b]pyridine-2-carboxaldehyde), [BH4-].[Na+] (sodium borohydride). Run in C(C)O (ethanol). Yields the product OCC1=CC=2C(=NC=CC2)S1 (2-hydroxymethylthieno[2,3-b]pyridine). Isolated yield 84.8%. RXN SMILES: [S:1]1[C:5]2=[N:6][CH:7]=[CH:8][CH:9]=[C:4]2[CH:3]=[C:2]1[CH:10]=[O:11].[BH4-].[Na+]>C(O)C>[OH:11][CH2:10][C:2]1[S:1][C:5]2=[N:6][CH:7]=[CH:8][CH:9]=[C:4]2[CH:3]=1 |f:1.2|. Procedure: Thieno[2,3-b]pyridine-2-carboxaldehyde (1.63 g) prepared according to J. Het. Chem. 355 (1974) was dissolved in ethanol (20 ml) and to the solution was added sodium borohydride (0.19 g). After 30 minutes the solution was evaporated to dryness and the residue extracted with methylene chloride (50 ml). The organic extract was washed with water (2×25 ml), the extract dried and then evaporated to obtain 2-hydroxymethylthieno[2,3-b]pyridine (1.40 g) as an amber oil. 'HNMR (CDCl3,60 MHz): 4.9 (s, 1H),... The reactants are [Br-], CCOC(=O)c1cncc(Br)c1, C[Mg+]. Product: CC(=O)c1cncc(Br)c1. Reaction SMILES: [Br-:13].[Br:1][c:2]1[cH:3][n:4][cH:5][c:6]([C:7]([O:9][CH2:8][CH3:10])=[O:11])[cH:12]1.[CH3:14][Mg+:15]>>[Br:1][c:2]1[cH:3][n:4][cH:5][c:6]([C:7](=[O:9])[CH3:14])[cH:12]1. Starting materials: COC1=C(C=CC=C1)C1=C(C2=C(S1)C=C(C=C2)OC)C(=O)C2=CC=C(C=C2)OCCN2CCCCC2 ([2-(2-Methoxyphenyl)-6-methoxybenzo[b]thien-3-yl][4-[2-(1-piperidinyl)ethoxy]phenyl]methanone), C(C)S (ethanethiol), [Cl-].[Al+3].[Cl-].[Cl-] (aluminum chloride). The solvent is C(Cl)Cl (CH2Cl2), C(Cl)Cl (CH2Cl2). Yields the product OC1=C(C=CC=C1)C1=C(C2=C(S1)C=C(C=C2)O)C(=O)C2=CC=C(C=C2)OCCN2CCCCC2 ([2-(2-Hydroxyphenyl)-6-hydroxybenzo[b]thien-3-yl][4-[2-(1-piperidinyl)ethoxy]phenyl]methanone). Isolated yield 48.5%. Reaction SMILES: C[O:2][C:3]1[CH:8]=[CH:7][CH:6]=[CH:5][C:4]=1[C:9]1[S:13][C:12]2[CH:14]=[C:15]([O:18]C)[CH:16]=[CH:17][C:11]=2[C:10]=1[C:20]([C:22]1[CH:27]=[CH:26][C:25]([O:28][CH2:29][CH2:30][N:31]2[CH2:36][CH2:35][CH2:34][CH2:33][CH2:32]2)=[CH:24][CH:23]=1)=[O:21].C(S)C.[Cl-].[Al+3].[Cl-].[Cl-]>C(Cl)Cl>[OH:2][C:3]1[CH:8]=[CH:7][CH:6]=[CH:5][C:4]=1[C:9]1[S:13][C:12]2[CH:14]=[C:15]([OH:18])[CH:16]=[CH:17][C:11]=2[C:10]=1[C:20]([C:22]1[CH:27]=[CH:26][C:25]([O:28][CH2:29][CH2:30][N:31]2[CH2:32][CH2:33][CH2:34][CH2:35][CH2:36]2)=[CH:24][CH:23]=1)=[O:21] |f:2.3.4.5|. Procedure details: By the method described in Example 2, the product of Example 9 (560 mg, 1.12 mmol), ethanethiol (0.42 mL, 5.77 mmol), and aluminum chloride (1.05 g, 7.88 mmol) were stirred in anhydrous CH2Cl2 (30 mL) to provide, after chromatography (silica gel, 5-10% methznol in CH2Cl2), 257 mg (49%) of the title product as a yellow foam: 1H NMR d 1.47 (m, 2H), 1.62 (m, 4H), 2.54 (m, 4H), 2.75 (t, J=5.4 Hz, 2H), 4.10 (t, J=5.4 Hz, 2H), 4.87 (br s, 2H), 6.64 (d, J=8.1 Hz, 1H), 6.72-6.85 (m, 4H), 7.02 (m, 1H), 7... The reactants are O=C[C@H](O)[C@@H](O)[C@H](O)[C@H](O)CO (D-glucose), C(CCCCC)N (n-hexylamine), ClCCN=C=O (2-chloroethyl isocyanate). The product is ClCCNC(=O)N(C1[C@H](O)[C@@H](O)[C@H](O)[C@H](O1)CO)CCCCCC (1-(2-chloroethyl)-3-n-hexyl-3-D-glucopyranosylurea). The yield is 92.3%. As a reaction SMILES: O=[CH:2][C@@H:3]([C@H:5]([C@@H:7]([C@@H:9]([CH2:11][OH:12])[OH:10])[OH:8])[OH:6])[OH:4].[CH2:13]([NH2:19])[CH2:14][CH2:15][CH2:16][CH2:17][CH3:18].[Cl:20][CH2:21][CH2:22][N:23]=[C:24]=[O:25]>>[Cl:20][CH2:21][CH2:22][NH:23][C:24]([N:19]([CH2:13][CH2:14][CH2:15][CH2:16][CH2:17][CH3:18])[CH:2]1[O:10][C@H:9]([CH2:11][OH:12])[C@@H:7]([OH:8])[C@H:5]([OH:6])[C@H:3]1[OH:4])=[O:25]. Procedure: 3.6 g of D-glucose, 2.5 g of n-hexylamine and 2.5 g of 2-chloroethyl isocyanate are treated in the same manner as described in Example 5-(1). 6.8 g of 1-(2-chloroethyl)-3-n-hexyl-3-D-glucopyranosylurea are thereby obtained as brownish caramel.